Dataset: the Open Reaction Database (ORD), a public repository of structured organic reaction records. Task: describe an organic reaction: reactants, conditions, products, and yield Reactants: IC1=CC=C(C=C1)S(=O)(=O)Cl (4-Iodo-benzenesulfonyl chloride), NC1=NC=CC=C1 (2-aminopyridine). Run in ClCCl (dichloromethane). Conditions: time 3 day. Product: IC1=CC=C(C=C1)S(=O)(=O)NC1=NC=CC=C1 (4-Iodo-N-(2-pyridinyl)benzenesulfonamide). RXN SMILES: [I:1][C:2]1[CH:7]=[CH:6][C:5]([S:8](Cl)(=[O:10])=[O:9])=[CH:4][CH:3]=1.[NH2:12][C:13]1[CH:18]=[CH:17][CH:16]=[CH:15][N:14]=1>ClCCl>[I:1][C:2]1[CH:7]=[CH:6][C:5]([S:8]([NH:12][C:13]2[CH:18]=[CH:17][CH:16]=[CH:15][N:14]=2)(=[O:10])=[O:9])=[CH:4][CH:3]=1. Procedure details: 4-Iodo-benzenesulfonyl chloride, (52.3 g, 0.17 mol) was dissolved in dichloromethane (300 ml) and 2-aminopyridine (65 g, 0.69 mol) was added. The solution was stirred at room temperature for 3 days, washed with 2M sulfuric acid (2×200 ml) and water (100 ml), dried with Na2SO4 and evaporated to dryness. Yield 46.9 g (76%).